This data is from the Open Reaction Database (ORD), a public repository of structured organic reaction records. The task is: describe an organic reaction: reactants, conditions, products, and yield Starting materials: C(N)(=O)C=1N=C(SC1)N1C[C@H](CC1)OS(=O)(=O)C ((3S)-1-(4-carbamoyl-1,3-thiazol-2-yl)-3-methanesulfonyloxypyrrolidine), C(C)(=S)[O-].[K+] (potassium thioacetate). Run in C(C)#N (acetonitrile). The product is C(C)(=O)S[C@H]1CN(CC1)C=1SC=C(N1)C(N)=O ((3R)-3-acetylthio-1-(4-carbamoyl-1,3-thiazol-2-yl)pyrrolidine). Yield: 89.8%. Reaction SMILES: [C:1]([C:4]1[N:5]=[C:6]([N:9]2[CH2:13][CH2:12][C@H:11](OS(C)(=O)=O)[CH2:10]2)[S:7][CH:8]=1)(=[O:3])[NH2:2].[C:19]([O-:22])(=[S:21])[CH3:20].[K+]>C(#N)C>[C:19]([S:21][C@@H:11]1[CH2:12][CH2:13][N:9]([C:6]2[S:7][CH:8]=[C:4]([C:1](=[O:3])[NH2:2])[N:5]=2)[CH2:10]1)(=[O:22])[CH3:20] |f:1.2|. Procedure: To a solution of (3S)-1-(4-carbamoyl-1,3-thiazol-2-yl)-3-methanesulfonyloxypyrrolidine (1.15 g) (obtained as described in Reference Example 20(8)) in acetonitrile (35 ml) was added potassium thioacetate (1.35 g, 11.8 mmol) at room temperature, and the mixture was heated under reflux for 6 hours. After checking the completion of the reaction, the reaction mixture was partitioned between ethyl acetate and saturated aqueous sodium hydrogencarbonate solution. The organic layer was washed with satura... The reactants are C1(=CC=C(C=C1)S(=O)(=O)O)C.FC1=CC2=C(N=C(S2)[C@H](C)N)C=C1 ((S)-1-(6-fluoro-2-benzothiazolyl)ethylamine p-toluenesulfonate), CN1CCOCC1 (N-methylmorpholine), C(OCC(C)C)(=O)Cl (isobutyl chlorocarbonate), C(C)(C)OC(=O)N[C@H](C(C)C)C(=O)O (N-isopropoxycarbonyl-D-valine). Solvent: C1(=CC=CC=C1)C (toluene). Yields the product FC1=CC2=C(N=C(S2)[C@H](C)NC(=O)[C@@H](C(C)C)NC(OC(C)C)=O)C=C1 (isopropyl {(R)-1-[(S)-1-(6-fluorobenzothiazol-2-yl)ethylcarbamoyl]-2-methylpropyl}carbamate). The yield is 69.0%. As a reaction SMILES: [CH:1]([O:4][C:5]([NH:7][C@@H:8]([C:12]([OH:14])=O)[CH:9]([CH3:11])[CH3:10])=[O:6])([CH3:3])[CH3:2].CN1CCOCC1.C(Cl)(=O)OCC(C)C.C1(C)C=CC(S(O)(=O)=O)=CC=1.[F:41][C:42]1[CH:53]=[CH:52][C:45]2[N:46]=[C:47]([C@@H:49]([NH2:51])[CH3:50])[S:48][C:44]=2[CH:43]=1>C1(C)C=CC=CC=1>[F:41][C:42]1[CH:53]=[CH:52][C:45]2[N:46]=[C:47]([C@@H:49]([NH:51][C:12]([C@H:8]([NH:7][C:5](=[O:6])[O:4][CH:1]([CH3:2])[CH3:3])[CH:9]([CH3:10])[CH3:11])=[O:14])[CH3:50])[S:48][C:44]=2[CH:43]=1 |f:3.4|. Procedure details: In 250 ml of toluene, 13.4 g (0.066 mol) of N-isopropoxycarbonyl-D-valine was dissolved. Thereto was added 14.3 g (0.144 mol) of N-methylmorpholine. Then was dropwise added at −10° C., 8.6 g (0.063 mol) of isobutyl chlorocarbonate. Thereto was added 22 g (0.06 mol) of (S)-1-(6-fluoro-2-benzothiazolyl)ethylamine p-toluenesulfonate. A reaction and a post-treatment were conducted in the same manner as in Reference Example 1, and the hot toluene solution was filtered in a hot state to remove the ins... Reactants: CC(C)COCCc1ccc(OCC2CO2)cc1, CC1CC(=O)NN=C1c1ccc2nc(CCN)[nH]c2c1. Product: CC(C)COCCc1ccc(OCC(O)CNCCc2nc3ccc(C4=NNC(=O)CC4C)cc3[nH]2)cc1. As a reaction SMILES: [CH2:1]([CH:2]([CH3:3])[CH3:4])[O:5][CH2:6][CH2:7][c:8]1[cH:9][cH:10][c:11]([O:12][CH2:13][CH:14]2[CH2:15][O:16]2)[cH:17][cH:18]1.[NH2:19][CH2:20][CH2:21][c:22]1[nH:23][c:24]2[c:25]([n:26]1)[cH:27][cH:28][c:29]([C:31]1=[N:36][NH:35][C:34](=[O:37])[CH2:33][CH:32]1[CH3:38])[cH:30]2>>[CH2:1]([CH:2]([CH3:3])[CH3:4])[O:5][CH2:6][CH2:7][c:8]1[cH:9][cH:10][c:11]([O:12][CH2:13][CH:14]([CH2:15][NH:19][CH2:20][CH2:21][c:22]2[nH:23][c:24]3[c:25]([n:26]2)[cH:27][cH:28][c:29]([C:31]2=[N:36][NH:35][C:34](=[O:37])[CH2:33][CH:32]2[CH3:38])[cH:30]3)[OH:16])[cH:17][cH:18]1.